This data is from the Open Reaction Database (ORD), a public repository of structured organic reaction records. The task is: describe an organic reaction: reactants, conditions, products, and yield Starting materials: [OH-].[Na+] (sodium hydroxide), C(C)(=O)O[BH-](OC(C)=O)OC(C)=O.[Na+] (sodium triacetoxyborohydride), O=CCCC1=CC=C(OC2=NC=C(C(=O)N)C=C2)C=C1 (6-[4-(3-oxo-propyl)-phenoxy]-nicotinamide), NC1=CC=CC=C1 (aniline). The solvent is ClCCCl (1,2-dichloroethane). Yields the product C1(=CC=CC=C1)NCCCC1=CC=C(OC2=NC=C(C(=O)N)C=C2)C=C1 (6-[4-(3-phenylamino-propyl)-phenoxy]-nicotinamide). Isolated yield 8.2%. As a reaction SMILES: C(O[BH-](OC(=O)C)OC(=O)C)(=O)C.[Na+].O=[CH:16][CH2:17][CH2:18][C:19]1[CH:34]=[CH:33][C:22]([O:23][C:24]2[CH:32]=[CH:31][C:27]([C:28]([NH2:30])=[O:29])=[CH:26][N:25]=2)=[CH:21][CH:20]=1.[NH2:35][C:36]1[CH:41]=[CH:40][CH:39]=[CH:38][CH:37]=1.[OH-].[Na+]>ClCCCl>[C:36]1([NH:35][CH2:16][CH2:17][CH2:18][C:19]2[CH:34]=[CH:33][C:22]([O:23][C:24]3[CH:32]=[CH:31][C:27]([C:28]([NH2:30])=[O:29])=[CH:26][N:25]=3)=[CH:21][CH:20]=2)[CH:41]=[CH:40][CH:39]=[CH:38][CH:37]=1 |f:0.1,4.5|. Procedure details: Add sodium triacetoxyborohydride (0.1633 g, 0.7705 mmol) to a stirred solution of 6-[4-(3-oxo-propyl)-phenoxy]-nicotinamide (0.1341 g, 0.4962 mmol), aniline (0.047 mL, 0.5158 mmol), and 1,2-dichloroethane (7 mL). Stir the reaction for 18 h at room temperature under nitrogen. Pour the reaction mixture into 1 N sodium hydroxide (50 mL), extract with dichloromethane (3×50 mL), dry the dichloromethane extracts over magnesium sulfate, filter, and concentrate on a rotary evaporator to give the crude p... Reaction SMILES: [S:1]1[CH:5]=[CH:4][CH:3]=[C:2]1[C:6]([C:8]1[CH:13]=[CH:12][CH:11]=[C:10]([N+:14]([O-:16])=[O:15])[CH:9]=1)=O.[F:17][C:18]1[CH:19]=[C:20]([CH:25]([NH2:27])[CH3:26])[CH:21]=[CH:22][C:23]=1[F:24]>>[F:17][C:18]1[CH:19]=[C:20]([CH:25]([NH:27][CH:6]([C:8]2[CH:13]=[CH:12][CH:11]=[C:10]([N+:14]([O-:16])=[O:15])[CH:9]=2)[C:2]2[S:1][CH:5]=[CH:4][CH:3]=2)[CH3:26])[CH:21]=[CH:22][C:23]=1[F:24]. Procedure: Following a similar procedure to that described in Example (1a), 3.03 g of 3-nitrophenyl thiophen-2-yl ketone and 2.52 g of 1-(3,4-difluorophenyl)ethylamine were reacted, to obtain 4.62 g of the title compound as a reddish orange oil. Yields the product FC=1C=C(C=CC1F)C(C)NC(C=1SC=CC1)C1=CC(=CC=C1)[N+](=O)[O-] (N-[1-(3,4-Difluorophenyl)ethyl]-N-[(3-nitrophenyl)-(thiophen-2-yl)methyl}amine). Reactants: S1C(=CC=C1)C(=O)C1=CC(=CC=C1)[N+](=O)[O-] (3-nitrophenyl thiophen-2-yl ketone), FC=1C=C(C=CC1F)C(C)N (1-(3,4-difluorophenyl)ethylamine). The yield is 95.0%. The reactants are NC1=C2C(=NC=N1)N(N=C2C2=CC(=C(C=C2)N=CC2=C(C=CC=C2)O)Cl)[C@@H]2CC[C@H](CC2)N2CCN(CC2)C (trans-2-[(4-{4-amino-1-[4-(4-methylpiperazino)cyclohexyl]-1H-pyrazolo[3,4-d]pyrimidin-3-yl}-2-chlorophenyl)imino]methylphenol), ice, [I-].C[S+](=O)(C)C (Trimethylsulfoxonium iodide), [H-].[Na+] (sodium hydride). Solvent: CS(=O)C (dimethylsulfoxide), CS(=O)C (dimethylsulfoxide). Reaction conditions: time 10 minute. Product: C(C)(=O)O.ClC=1C=C(C=CC1NC1C2=C(OC1)C=CC=C2)C2=NN(C1=NC=NC(=C12)N)[C@@H]1CC[C@H](CC1)N1CCN(CC1)C (trans-3-[3-chloro-4-(2,3-dihydrobenzo[b]furan-3-ylamino)phenyl]-1-[4-(4-methylpiperazino)cyclohexyl]-1H-pyrazolo[3,4-d]pyrimidin-4-amine acetate). As a reaction SMILES: [I-].[CH3:2][S+](C)(C)=[O:4].[H-].[Na+].[NH2:9][C:10]1[N:15]=[CH:14][N:13]=[C:12]2[N:16]([C@H:35]3[CH2:40][CH2:39][C@H:38]([N:41]4[CH2:46][CH2:45][N:44]([CH3:47])[CH2:43][CH2:42]4)[CH2:37][CH2:36]3)[N:17]=[C:18]([C:19]3[CH:24]=[CH:23][C:22]([N:25]=[CH:26][C:27]4[CH:32]=[CH:31][CH:30]=[CH:29][C:28]=4[OH:33])=[C:21]([Cl:34])[CH:20]=3)[C:11]=12>CS(C)=O>[C:28]([OH:33])(=[O:4])[CH3:29].[Cl:34][C:21]1[CH:20]=[C:19]([C:18]2[C:11]3[C:12](=[N:13][CH:14]=[N:15][C:10]=3[NH2:9])[N:16]([C@H:35]3[CH2:36][CH2:37][C@H:38]([N:41]4[CH2:42][CH2:43][N:44]([CH3:47])[CH2:45][CH2:46]4)[CH2:39][CH2:40]3)[N:17]=2)[CH:24]=[CH:23][C:22]=1[NH:25][CH:26]1[CH2:2][O:33][C:28]2[CH:29]=[CH:30][CH:31]=[CH:32][C:27]1=2 |f:0.1,2.3,6.7|. Procedure details: Salicylaldehyde (0.033 g, 0.000274 mol) and trans-3-(4-amino-3-chlorophenyl)-1-[4-(4-methylpiperazino)cyclohexyl]-1H-pyrazolo[3,4-d]pyrimidin-4-amine (0.115 g, 0.000261 mol) were combined in absolute ethanol and stirred at ambient temperature for 48 hours. The reaction mixture was concentrated under reduced pressure and the residue dried overnight to yield trans-2-[(4-{4-amino-1-[4-(4-methylpiperazino)cyclohexyl]-1H-pyrazolo[3,4-d]pyrimidin-3-yl}-2-chlorophenyl)imino]methylphenol which was used ...